Dataset: the Open Reaction Database (ORD), a public repository of structured organic reaction records. Task: describe an organic reaction: reactants, conditions, products, and yield Starting materials: [Al+3], O=C(Cl)c1ccccc1, ClCCl, [Cl-], [Cl-], [Cl-], Cl, Oc1c(Cc2ccccc2)ccc2ccccc12. Yields the product O=C(c1ccccc1)c1cc(Cc2ccccc2)c(O)c2ccccc12. RXN SMILES: [Al+3:2].[C:5]([c:6]1[cH:7][cH:8][cH:9][cH:10][cH:11]1)(=[O:12])[Cl:13].[CH2:33]([Cl:34])[Cl:35].[Cl-:1].[Cl-:3].[Cl-:4].[ClH:32].[c:14]1([CH2:20][c:21]2[c:22]([OH:31])[c:23]3[cH:24][cH:25][cH:26][cH:27][c:28]3[cH:29][cH:30]2)[cH:15][cH:16][cH:17][cH:18][cH:19]1>>[C:5]([c:6]1[cH:7][cH:8][cH:9][cH:10][cH:11]1)(=[O:12])[c:29]1[c:28]2[c:23]([c:22]([OH:31])[c:21]([CH2:20][c:14]3[cH:15][cH:16][cH:17][cH:18][cH:19]3)[cH:30]1)[cH:24][cH:25][cH:26][cH:27]2. Starting materials: C(C)(C)(C)OC(=O)C1=CC=C(C=C1)C(C(=O)OC)C(=O)OC (dimethyl [4-(tert-butoxycarbonyl)phenyl]malonate), [OH-].[Na+] (NaOH). The solvent is C1CCOC1 (THF), CO (MeOH), C(CC(O)(C(=O)O)CC(=O)O)(=O)O (citric acid). Yields the product C(C)(C)(C)OC(=O)C1=CC=C(C=C1)CC(=O)O ([4-(tert-Butoxycarbonyl)phenyl]acetic acid). RXN SMILES: [C:1]([O:5][C:6]([C:8]1[CH:13]=[CH:12][C:11]([CH:14](C(OC)=O)[C:15]([O:17]C)=[O:16])=[CH:10][CH:9]=1)=[O:7])([CH3:4])([CH3:3])[CH3:2].[OH-].[Na+]>C1COCC1.CO.C(O)(=O)CC(CC(O)=O)(C(O)=O)O>[C:1]([O:5][C:6]([C:8]1[CH:9]=[CH:10][C:11]([CH2:14][C:15]([OH:17])=[O:16])=[CH:12][CH:13]=1)=[O:7])([CH3:4])([CH3:2])[CH3:3] |f:1.2|. Reported procedure: To a solution of dimethyl [4-(tert-butoxycarbonyl)phenyl]malonate (4.00 g, 13.0 mmol) in THF (30 mL) and MeOH (10 mL) was added NaOH (2N, 19.5 mL, 38.9 mmol). After stirring the reaction for 45 minutes at room temperature, it was diluted with 1 M citric acid and extracted with EtOAc. The organic layer was washed (water, brine), dried (MgSO4), and concentrated to a yellow residue. The residue was redissolved in EtOAc (50 mL) and H2O (50 mL) and stirred for 2 h at 80° C. The mixture was extracted ... Product: FC(C(C(C(=O)OCC)C1=CC=C(C=C1)CN1C(C=CC(=C1)C(F)(F)F)=O)C)(F)F (Ethyl 4,4,4-trifluoro-3-methyl-2-(4-{[2-oxo-5-(trifluoromethyl)pyridin-1(2H)-yl]methyl}phenyl)butanoate). Reported procedure: 1.80 g (11.04 mmol) of 5-(trifluoromethyl)pyridin-2(1H)-one were initially charged in 2.5 ml of DMF, and 0.44 g (11.04 mmol, 60% pure) of sodium hydride was added. The mixture was stirred for 30 min, and 3.0 g (8.49 mmol) of ethyl 2-[4-(bromomethyl)phenyl]-4,4,4-trifluoro-3-methylbutanoate were then added. After a further 2 h at RT, water was added and the reaction mixture was extracted with ethyl acetate. The organic phase was washed with saturated sodium chloride solution and dried over magnes... RXN SMILES: [F:1][C:2]([F:11])([F:10])[C:3]1[CH:4]=[CH:5][C:6](=[O:9])[NH:7][CH:8]=1.[H-].[Na+].Br[CH2:15][C:16]1[CH:21]=[CH:20][C:19]([CH:22]([CH:28]([CH3:33])[C:29]([F:32])([F:31])[F:30])[C:23]([O:25][CH2:26][CH3:27])=[O:24])=[CH:18][CH:17]=1.O>CN(C=O)C>[F:30][C:29]([F:31])([F:32])[CH:28]([CH3:33])[CH:22]([C:19]1[CH:18]=[CH:17][C:16]([CH2:15][N:7]2[CH:8]=[C:3]([C:2]([F:1])([F:10])[F:11])[CH:4]=[CH:5][C:6]2=[O:9])=[CH:21][CH:20]=1)[C:23]([O:25][CH2:26][CH3:27])=[O:24] |f:1.2|. Conditions: time 30 minute. Starting materials: O (water), FC(C=1C=CC(NC1)=O)(F)F (5-(trifluoromethyl)pyridin-2(1H)-one), BrCC1=CC=C(C=C1)C(C(=O)OCC)C(C(F)(F)F)C (ethyl 2-[4-(bromomethyl)phenyl]-4,4,4-trifluoro-3-methylbutanoate), [H-].[Na+] (sodium hydride). Solvent: CN(C)C=O (DMF). Starting materials: O=C1NC(=CC=C1C(=O)OC)C(F)(F)F (methyl 1,2-dihydro-2-oxo-6-(trifluoromethyl)-3-pyridinecarboxylate), P(=O)(Br)(Br)Br (phosphorous oxybromide). The solvent is O (water), O (water). The product is BrC1=NC(=CC=C1C(=O)OC)C(F)(F)F (methyl 2-bromo-6-(trifluoromethyl)-3-pyridinecarboxylate). Isolated yield 13.4%. RXN SMILES: O=[C:2]1[C:7]([C:8]([O:10][CH3:11])=[O:9])=[CH:6][CH:5]=[C:4]([C:12]([F:15])([F:14])[F:13])[NH:3]1.P(Br)(Br)([Br:18])=O>O>[Br:18][C:2]1[C:7]([C:8]([O:10][CH3:11])=[O:9])=[CH:6][CH:5]=[C:4]([C:12]([F:15])([F:14])[F:13])[N:3]=1. Reported procedure: A suspension of 22.0 g (0.100 mol) of the product from Example 1 and 28.7 g (0.100 mol) of phosphorous oxybromide was heated at 75°-120° C. over 45 minutes utilizing an oil bath as the heat source. The reaction was also connected to a water scrubber to trap the gas by-products. The mixture was then cooled to room temperature, diluted with water and extracted with methylene chloride. The combined organic layers were washed with saturated sodium bicarbonate solution, washed with brine, dried over ... The reactants are C(C(=C)C)(=O)OCC1CO1 (glycidyl methacrylate), C(C=C)(=O)OCCCC (n-butyl acrylate), C[C@H]1C(=O)O[C@H](C(=O)O1)C (L-lactide), C=C (ethylene), C(CCCCCCCCCCCCCCCCCCCCC)(=O)N (Behenamide), C[C@H]1C(=O)O[C@H](C(=O)O1)C (L-lactide), C=C.C(C=C)(=O)OCCCC.C(C(=C)C)(=O)OCC1CO1 (ethylene n-butyl acrylate glycidyl methacrylate). Conditions: temperature 20 celsius. Product: C=C.C(C=C)(=O)OCCCC (ethylene n-butyl acrylate), C=C (ethylene), C(C=C)(=O)OCCCC (n-butyl acrylate). Reaction SMILES: [CH3:1][C@@H:2]1OC(=O)[C@H](C)OC1=O.[C:11](N)(=O)[CH2:12]CCCCCCCCCCCCCCCCCCCC.C=C.[C:37]([O:41][CH2:42][CH2:43][CH2:44][CH3:45])(=[O:40])[CH:38]=[CH2:39].C(OCC1OC1)(=O)C(C)=C.C=C.[C:58]([O:62][CH2:63][CH2:64][CH2:65][CH3:66])(=[O:61])[CH:59]=[CH2:60].C(OCC1OC1)(=O)C(C)=C>>[CH2:1]=[CH2:2].[C:37]([O:41][CH2:42][CH2:43][CH2:44][CH3:45])(=[O:40])[CH:38]=[CH2:39].[CH2:11]=[CH2:12].[C:58]([O:62][CH2:63][CH2:64][CH2:65][CH3:66])(=[O:61])[CH:59]=[CH2:60] |f:2.3.4,8.9|. Reported procedure: PLA2002D: pellets were purchased from NatureWorks LLC (Minnetonka, Minn. USA) and had a melt viscosity about 1500 Pa-s (190° C. and 100s−1), a melt point maximum endotherm at 150° C., and crystallinity generated with a second 10° C./minute heating of pellets previously heated to complete melting at 250° C. and cooled to 20° C. of about 0.5 J/g. PLA2002D is described by the supplier as having a major portion of L-lactide and about 4.3 to 5% “non L-lactide”. Behenamide: Crodamide° BR available fro... Starting materials: O=C([O-])[O-], Cc1ccc(S(=O)(=O)OCCc2ccc(NC(=O)OC(C)(C)C)cc2)cc1, CCOC(=O)C(Cc1ccc(OCc2ccccc2)c(OC)c1)OCC, CC#N, [K+], [K+]. The product is CCOC(=O)C(Cc1ccc(OCCc2ccc(NC(=O)OC(C)(C)C)cc2)c(OC)c1)OCC. Reaction SMILES: [C:27](=[O:28])([O-:29])[O-:30].[C:33]([CH3:34])([CH3:35])([CH3:36])[O:37][C:38](=[O:39])[NH:40][c:41]1[cH:42][cH:43][c:44]([CH2:47][CH2:48][O:49][S:50]([c:51]2[cH:52][cH:53][c:54]([CH3:55])[cH:56][cH:57]2)(=[O:58])=[O:59])[cH:45][cH:46]1.[CH2:1]([CH3:2])[O:3][C:4]([CH:5]([CH2:6][c:7]1[cH:8][c:9]([O:21][CH3:22])[c:10]([O:13][CH2:14][c:15]2[cH:16][cH:17][cH:18][cH:19][cH:20]2)[cH:11][cH:12]1)[O:23][CH2:24][CH3:25])=[O:26].[CH3:60][C:61]#[N:62].[K+:31].[K+:32]>>[CH2:1]([CH3:2])[O:3][C:4]([CH:5]([CH2:6][c:7]1[cH:8][c:9]([O:21][CH3:22])[c:10]([O:49][CH2:48][CH2:47][c:44]2[cH:43][cH:42][c:41]([NH:40][C:38]([O:37][C:33]([CH3:34])([CH3:35])[CH3:36])=[O:39])[cH:46][cH:45]2)[cH:11][cH:12]1)[O:23][CH2:24][CH3:25])=[O:26].